Dataset: the Open Reaction Database (ORD), a public repository of structured organic reaction records. Task: describe an organic reaction: reactants, conditions, products, and yield Reactants: COC1=CC=C2C(=CC=NC2=C1)OCC(=O)O (2-(7-methoxyquinolin-4-yloxy)acetic acid), B(Br)(Br)Br (BBr3). Run in ClCCCl (DCE), C(Cl)Cl (DCM). Reaction conditions: time 8 hour. Product: Br.OC1=CC=C2C(=CC=NC2=C1)OCC(=O)O (2-(7-hydroxyquinolin-4-yloxy)acetic acid hydrobromide). Isolated yield 139.8%. Reaction SMILES: C[O:2][C:3]1[CH:12]=[C:11]2[C:6]([C:7]([O:13][CH2:14][C:15]([OH:17])=[O:16])=[CH:8][CH:9]=[N:10]2)=[CH:5][CH:4]=1.B(Br)(Br)[Br:19]>ClCCCl.C(Cl)Cl>[BrH:19].[OH:2][C:3]1[CH:12]=[C:11]2[C:6]([C:7]([O:13][CH2:14][C:15]([OH:17])=[O:16])=[CH:8][CH:9]=[N:10]2)=[CH:5][CH:4]=1 |f:4.5|. Procedure: To a pressure vial was added 2-(7-methoxyquinolin-4-yloxy)acetic acid (1.00 g, 4.29 mmol) in DCE (0.6 M, 7 mL). The vial was cooled in an ice bath and to the solution was added BBr3 (1.62 ml, 17.2 mmol). The reaction was allowed to warm to room temperature and stirred overnight. While some starting material remained, the reaction was stopped and diluted with DCM (keep in hood due to fuming). The solids were filtered and dried over high vacuum to yield a light brown crude solid (˜1.8 g). The mate... Reactants: Br, CN(C)CCCCO, c1ccc(P(c2ccccc2)c2ccccc2)cc1, c1ccccc1. Yields the product [Br-], CN(C)CCCC[P+](c1ccccc1)(c1ccccc1)c1ccccc1. As a reaction SMILES: [BrH:28].[CH3:1][N:2]([CH2:3][CH2:4][CH2:5][CH2:6][OH:7])[CH3:8].[c:9]1([P:15]([c:16]2[cH:17][cH:18][cH:19][cH:20][cH:21]2)[c:22]2[cH:23][cH:24][cH:25][cH:26][cH:27]2)[cH:10][cH:11][cH:12][cH:13][cH:14]1.[cH:29]1[cH:30][cH:31][cH:32][cH:33][cH:34]1>>[Br-:28].[CH3:1][N:2]([CH2:3][CH2:4][CH2:5][CH2:6][P+:15]([c:9]1[cH:10][cH:11][cH:12][cH:13][cH:14]1)([c:16]1[cH:17][cH:18][cH:19][cH:20][cH:21]1)[c:22]1[cH:23][cH:24][cH:25][cH:26][cH:27]1)[CH3:8]. Yields the product N#Cc1cc(Cl)ccc1OCc1ccccc1Br. As a reaction SMILES: [Br:1][c:2]1[c:3]([CH2:4][Br:5])[cH:6][cH:7][cH:8][cH:9]1.[C:10](#[N:11])[c:12]1[c:13]([OH:19])[cH:14][cH:15][c:16]([Cl:18])[cH:17]1.[H-:21].[Na+:20].[O:22]=[CH:23][N:24]([CH3:25])[CH3:26]>>[Br:1][c:2]1[c:3]([CH2:4][O:19][c:13]2[c:12]([C:10]#[N:11])[cH:17][c:16]([Cl:18])[cH:15][cH:14]2)[cH:6][cH:7][cH:8][cH:9]1. The reactants are BrCc1ccccc1Br, N#Cc1cc(Cl)ccc1O, [H-], [Na+], CN(C)C=O. Procedure: NaBH4 (0.580 g, 15.2 mmol) was added to a solution of benzyl 3-oxo-2-oxa-bicyclo[2.2.1]heptan-5-ylcarbamate (1.0 g, 3.8 mmol) and CaCl2 (0.85 g, 7.6 mmol) in ethanol (50 mL) at 0° C. After being stirred at room temperature for 12 hours, the reaction mixture was treated with concentrated HCl. The volatiles were removed, and the residue was extracted with CHCl3 (3×100 mL), washed with water (50 mL) and brine (50 mL), dried over anhydrous sodium sulfate and concentrated. The residue was re-crystall... The product is OC1CC(C(C1)NC(OCC1=CC=CC=C1)=O)CO (benzyl 4-hydroxy-2-(hydroxymethyl)cyclopentylcarbamate). Reactants: Cl (HCl), [BH4-].[Na+] (NaBH4), O=C1OC2CC(C1C2)NC(OCC2=CC=CC=C2)=O (benzyl 3-oxo-2-oxa-bicyclo[2.2.1]heptan-5-ylcarbamate), [Cl-].[Cl-].[Ca+2] (CaCl2). RXN SMILES: [BH4-].[Na+].[O:3]=[C:4]1[CH:9]2[CH2:10][CH:6]([CH2:7][CH:8]2[NH:11][C:12](=[O:21])[O:13][CH2:14][C:15]2[CH:20]=[CH:19][CH:18]=[CH:17][CH:16]=2)[O:5]1.[Cl-].[Cl-].[Ca+2].Cl>C(O)C>[OH:5][CH:6]1[CH2:7][CH:8]([NH:11][C:12](=[O:21])[O:13][CH2:14][C:15]2[CH:20]=[CH:19][CH:18]=[CH:17][CH:16]=2)[CH:9]([CH2:4][OH:3])[CH2:10]1 |f:0.1,3.4.5|. Run in C(C)O (ethanol). Yield: 74.4%. Run at time 12 hour.